Dataset: the Open Reaction Database (ORD), a public repository of structured organic reaction records. Task: describe an organic reaction: reactants, conditions, products, and yield Starting materials: CCOC(C(=O)NCc1ccc(C#N)cc1)c1c(F)cc(Br)cc1F, OB(O)c1ccccc1. Yields the product CCOC(C(=O)NCc1ccc(C#N)cc1)c1c(F)cc(-c2ccccc2)cc1F. As a reaction SMILES: [Br:1][c:2]1[cH:3][c:4]([F:25])[c:5]([CH:9]([C:10](=[O:11])[NH:12][CH2:13][c:14]2[cH:15][cH:16][c:17]([C:20]#[N:21])[cH:18][cH:19]2)[O:22][CH2:23][CH3:24])[c:6]([F:8])[cH:7]1.[OH:26][B:27]([OH:28])[c:29]1[cH:30][cH:31][cH:32][cH:33][cH:34]1>>[c:2]1(-[c:29]2[cH:30][cH:31][cH:32][cH:33][cH:34]2)[cH:3][c:4]([F:25])[c:5]([CH:9]([C:10](=[O:11])[NH:12][CH2:13][c:14]2[cH:15][cH:16][c:17]([C:20]#[N:21])[cH:18][cH:19]2)[O:22][CH2:23][CH3:24])[c:6]([F:8])[cH:7]1.